This data is from the Open Reaction Database (ORD), a public repository of structured organic reaction records. The task is: describe an organic reaction: reactants, conditions, products, and yield Starting materials: C(=O)C=1C(=NN(C1)CC(=O)NC1=C(C2=C(S1)CCCC2)C(=O)NCCO)C(F)(F)F (2-(2-(4-Formyl-3-(trifluoromethyl)-1H-pyrazol-1-yl)acetamido)-N-(2-hydroxyethyl)-4,5,6,7-tetrahydrobenzo[b]thiophene-3-carboxamide), CNC (Dimethylamine), C(C)(=O)O[BH-](OC(C)=O)OC(C)=O.[Na+] (sodium triacetoxyborohydride). Reagents/catalysts: C(C)(=O)O (acetic acid). Solvent: CN(C)C=O (DMF). Conditions: time 8 hour. Yields the product CN(C)CC=1C(=NN(C1)CC(=O)NC1=C(C2=C(S1)CCCC2)C(=O)NCCO)C(F)(F)F (2-(2-(4-((Dimethylamino)methyl)-3-(trifluoromethyl)-1H-pyrazol-1-yl)acetamido)-N-(2-hydroxyethyl)-4,5,6,7-tetrahydrobenzo[b]thiophene-3-carboxamide). Yield: 42.6%. As a reaction SMILES: [CH:1]([C:3]1[C:4]([C:27]([F:30])([F:29])[F:28])=[N:5][N:6]([CH2:8][C:9]([NH:11][C:12]2[S:16][C:15]3[CH2:17][CH2:18][CH2:19][CH2:20][C:14]=3[C:13]=2[C:21]([NH:23][CH2:24][CH2:25][OH:26])=[O:22])=[O:10])[CH:7]=1)=O.[CH3:31][NH:32][CH3:33].C(O[BH-](OC(=O)C)OC(=O)C)(=O)C.[Na+]>C(O)(=O)C.CN(C=O)C>[CH3:31][N:32]([CH2:1][C:3]1[C:4]([C:27]([F:29])([F:28])[F:30])=[N:5][N:6]([CH2:8][C:9]([NH:11][C:12]2[S:16][C:15]3[CH2:17][CH2:18][CH2:19][CH2:20][C:14]=3[C:13]=2[C:21]([NH:23][CH2:24][CH2:25][OH:26])=[O:22])=[O:10])[CH:7]=1)[CH3:33] |f:2.3|. Reported procedure: 2-(2-(4-Formyl-3-(trifluoromethyl)-1H-pyrazol-1-yl)acetamido)-N-(2-hydroxyethyl)-4,5,6,7-tetrahydrobenzo[b]thiophene-3-carboxamide (30 mg, 0.068 mmol), Dimethylamine (2M solution in THF, 0.169 mL, 0.34 mmol) and DMF (1 mL) were treated with acetic acid (5 drops) and sodium triacetoxyborohydride (57.2 mg, 0.270 mmol) and the mixture stirred at RT overnight. The sample was filtered and purified by preparative reverse phase HPLC followed by additional purification by SCX ion exchange chromatography...